From a dataset of the Open Reaction Database (ORD), a public repository of structured organic reaction records. describe an organic reaction: reactants, conditions, products, and yield Reactants: [K+], [K+], Nc1c(Nc2cccnc2)c(=O)c1=O, O=C([O-])[O-], CC(C)(C)C(NC(=O)c1cc(F)cc(F)c1)n1nnc2ccccc21. Yields the product CC(C)(C)C(NC(=O)c1cc(F)cc(F)c1)Nc1c(Nc2cccnc2)c(=O)c1=O. RXN SMILES: [K+:40].[K+:41].[NH2:1][c:2]1[c:3](=[O:14])[c:4](=[O:13])[c:5]1[NH:6][c:7]1[cH:8][n:9][cH:10][cH:11][cH:12]1.[O-:42][C:43]([O-:44])=[O:45].[n:15]1([CH:24]([C:25]([CH3:26])([CH3:27])[CH3:28])[NH:29][C:30]([c:31]2[cH:32][c:33]([F:38])[cH:34][c:35]([F:37])[cH:36]2)=[O:39])[c:16]2[cH:17][cH:18][cH:19][cH:20][c:21]2[n:22][n:23]1>>[NH:1]([c:2]1[c:3](=[O:14])[c:4](=[O:13])[c:5]1[NH:6][c:7]1[cH:8][n:9][cH:10][cH:11][cH:12]1)[CH:24]([C:25]([CH3:26])([CH3:27])[CH3:28])[NH:29][C:30]([c:31]1[cH:32][c:33]([F:38])[cH:34][c:35]([F:37])[cH:36]1)=[O:39]. Reactants: CO, CCOC(C)=O, Cc1c(C(=O)Nc2ccc(OCCOC3CCCCO3)cc2)nnn1Cc1ccc(Cl)c(Cl)c1, Cl. The product is Cc1c(C(=O)Nc2ccc(OCCO)cc2)nnn1Cc1ccc(Cl)c(Cl)c1. As a reaction SMILES: [CH3:36][OH:37].[CH3:38][CH2:39][O:40][C:41](=[O:42])[CH3:43].[Cl:1][c:2]1[cH:3][c:4]([CH2:9][n:10]2[n:11][n:12][c:13]([C:16](=[O:17])[NH:18][c:19]3[cH:20][cH:21][c:22]([O:25][CH2:26][CH2:27][O:28][CH:29]4[CH2:30][CH2:31][CH2:32][CH2:33][O:34]4)[cH:23][cH:24]3)[c:14]2[CH3:15])[cH:5][cH:6][c:7]1[Cl:8].[ClH:35]>>[Cl:1][c:2]1[cH:3][c:4]([CH2:9][n:10]2[n:11][n:12][c:13]([C:16](=[O:17])[NH:18][c:19]3[cH:20][cH:21][c:22]([O:25][CH2:26][CH2:27][OH:28])[cH:23][cH:24]3)[c:14]2[CH3:15])[cH:5][cH:6][c:7]1[Cl:8]. Reactants: C(C)N1N=C(C(=C1)C1=C2C(=NC=C1)NC=C2)C2=CC=C(N)C=C2 (4-[1-ethyl-4-(1H-pyrrolo[2,3-b]pyridin-4-yl)-1H-pyrazol-3-yl]aniline), C(C1=CC=CC=C1)N=C=O (benzyl isocyanate). Yields the product C(C)N1N=C(C(=C1)C1=C2C(=NC=C1)NC=C2)C2=CC=C(C=C2)NC(=O)NCC2=CC=CC=C2 (N-{4-[1-Ethyl-4-(1H-pyrrolo[2,3-b]pyridin-4-yl)-1H-pyrazol-3-yl]phenyl}-N′-(phenylmethyl)urea). RXN SMILES: [CH2:1]([N:3]1[CH:7]=[C:6]([C:8]2[CH:13]=[CH:12][N:11]=[C:10]3[NH:14][CH:15]=[CH:16][C:9]=23)[C:5]([C:17]2[CH:23]=[CH:22][C:20]([NH2:21])=[CH:19][CH:18]=2)=[N:4]1)[CH3:2].[CH2:24]([N:31]=[C:32]=[O:33])[C:25]1[CH:30]=[CH:29][CH:28]=[CH:27][CH:26]=1>>[CH2:1]([N:3]1[CH:7]=[C:6]([C:8]2[CH:13]=[CH:12][N:11]=[C:10]3[NH:14][CH:15]=[CH:16][C:9]=23)[C:5]([C:17]2[CH:23]=[CH:22][C:20]([NH:21][C:32]([NH:31][CH2:24][C:25]3[CH:30]=[CH:29][CH:28]=[CH:27][CH:26]=3)=[O:33])=[CH:19][CH:18]=2)=[N:4]1)[CH3:2]. Procedure details: Following the procedure described in Example 1 with 4-[1-ethyl-4-(1H-pyrrolo[2,3-b]pyridin-4-yl)-1H-pyrazol-3-yl]aniline and benzyl isocyanate provided the title compound. ESMS [M+H]+: 437.2